Dataset: the Open Reaction Database (ORD), a public repository of structured organic reaction records. Task: describe an organic reaction: reactants, conditions, products, and yield The reactants are ClC1=C2NC=NC2=NC=N1 (6-Chloropurine), C([O-])([O-])=O.[K+].[K+] (potassium carbonate). The solvent is C1(OCC(C)O1)=O (propylene carbonate). Yields the product CC1=NC(=C2NC=NC2=N1)Cl (methyl 6-chloropurine), 2',3',4'-tri-O-acetyl-β-D-glucopyranuronate. As a reaction SMILES: [Cl:1][C:2]1[N:10]=[CH:9][N:8]=[C:7]2[C:3]=1[NH:4][CH:5]=[N:6]2.[C:11](=O)([O-])[O-].[K+].[K+]>C1(=O)OC(C)CO1>[CH3:11][C:9]1[N:8]=[C:7]2[C:3]([NH:4][CH:5]=[N:6]2)=[C:2]([Cl:1])[N:10]=1 |f:1.2.3|. Procedure details: 6-Chloropurine (dried over phosphorus pentoxide, 1.13 g), MBTG (3.87 g) and freshly-dried potassium carbonate (1.5 g) are stirred in anhydrous propylene carbonate (30 ml) at room temperature for 24 hours. The dark mixture is filtered and purified by column chromatography over silica 100 g) eluting with a 0-80% gradient of ethyl acetate in chloroform. The main fraction (other than unreacted 6-chlorpurine) is dried and recrystallized from boiling ethanol to yield methyl 6-chloropurine-9-(2',3',4'-... Reactants: CC(=O)O, Nc1nc(N)c2cc(C=Cc3ccc(C(=O)O)cc3)cnc2n1, [Na+], [OH-]. The product is Nc1nc(O)c2cc(C=Cc3ccc(C(=O)O)cc3)cnc2n1. As a reaction SMILES: [CH3:24][C:25]([OH:26])=[O:27].[NH2:1][c:2]1[n:3][c:4]([NH2:23])[c:5]2[c:6]([n:7]1)[n:8][cH:9][c:10]([CH:12]=[CH:13][c:14]1[cH:15][cH:16][c:17]([C:20](=[O:21])[OH:22])[cH:18][cH:19]1)[cH:11]2.[Na+:29].[OH-:28]>>[NH2:1][c:2]1[n:3][c:4]([OH:26])[c:5]2[c:6]([n:7]1)[n:8][cH:9][c:10]([CH:12]=[CH:13][c:14]1[cH:15][cH:16][c:17]([C:20](=[O:21])[OH:22])[cH:18][cH:19]1)[cH:11]2. Reactants: N1C(=CC=2C1=CN=CC2)C(=O)O (1H-pyrrolo[2,3-c]pyridine-2-carboxylic acid), C1(=CC=CC=C1)NCCN (2-phenylaminoethylamine). Product: C1(=CC=CC=C1)NCCNC(=O)C1=CC=2C(=CN=CC2)N1 (1H-Pyrrolo[2,3-c]pyridine-2-carboxylic acid (2-phenylaminoethyl)amide). As a reaction SMILES: [NH:1]1[C:5]2=[CH:6][N:7]=[CH:8][CH:9]=[C:4]2[CH:3]=[C:2]1[C:10]([OH:12])=O.[C:13]1([NH:19][CH2:20][CH2:21][NH2:22])[CH:18]=[CH:17][CH:16]=[CH:15][CH:14]=1>>[C:13]1([NH:19][CH2:20][CH2:21][NH:22][C:10]([C:2]2[NH:1][C:5]3=[CH:6][N:7]=[CH:8][CH:9]=[C:4]3[CH:3]=2)=[O:12])[CH:18]=[CH:17][CH:16]=[CH:15][CH:14]=1. Procedure details: The title compound was prepared as outlined in EXAMPLE 1 from 1H-pyrrolo[2,3-c]pyridine-2-carboxylic acid (Preparation 15) and 2-phenylaminoethylamine to give the title compound as a pale yellow solid.